The task is: describe an organic reaction: reactants, conditions, products, and yield. This data is from the Open Reaction Database (ORD), a public repository of structured organic reaction records. Starting materials: C(C#C)OCC(=O)OC (methyl (2-propynyloxy)acetate), S(O)(O)(=O)=O (sulfuric acid). Reagents/catalysts: C(C)(=O)[O-].[Hg+2].C(C)(=O)[O-] (mercury(II) acetate). The solvent is CO (methanol). The product is O=C(COCC(=O)OC)C (methyl (2-oxopropoxy)acetate). RXN SMILES: [CH2:1]([O:4][CH2:5][C:6]([O:8][CH3:9])=[O:7])[C:2]#[CH:3].S(=O)(=O)(O)[OH:11]>CO.C([O-])(=O)C.[Hg+2].C([O-])(=O)C>[O:11]=[C:2]([CH3:3])[CH2:1][O:4][CH2:5][C:6]([O:8][CH3:9])=[O:7] |f:3.4.5|. Procedure details: The product from Example 1A (56 g, 0.44 mol) in methanol (1.5 L) was treated with mercury(II) acetate (14 g, 44 mmol), treated with concentrated sulfuric acid (3 mL), refluxed for 1 hour, allowed to cool to ambient temperature, concentrated to a volume of 200 mL, treated with 1M HCl (500 mL) and extracted with dichloromethane (thrice, 300 mL). The combined dichloromethane layers were dried (MgSO4), filtered, concentrated and distilled (65-95° C. at 1 torr) to provide the title compound. Reactants: C1COCCN1, C1CCOC1, CC12CC(CN1c1nc(Cl)nc(Nc3cc(C4CC4)n[nH]3)n1)OC2=O. Yields the product CC12CC(CN1c1nc(Nc3cc(C4CC4)n[nH]3)nc(N3CCOCC3)n1)OC2=O. Reaction SMILES: [CH2:26]1[CH2:27][O:28][CH2:29][CH2:30][NH:31]1.[CH2:32]1[O:33][CH2:34][CH2:35][CH2:36]1.[Cl:1][c:2]1[n:3][c:4]([N:17]2[C:18]3([CH3:25])[C:19](=[O:24])[O:20][CH:21]([CH2:22]2)[CH2:23]3)[n:5][c:6]([NH:8][c:9]2[cH:10][c:11]([CH:14]3[CH2:15][CH2:16]3)[n:12][nH:13]2)[n:7]1>>[c:2]1([N:31]2[CH2:26][CH2:27][O:28][CH2:29][CH2:30]2)[n:3][c:4]([N:17]2[C:18]3([CH3:25])[C:19](=[O:24])[O:20][CH:21]([CH2:22]2)[CH2:23]3)[n:5][c:6]([NH:8][c:9]2[cH:10][c:11]([CH:14]3[CH2:15][CH2:16]3)[n:12][nH:13]2)[n:7]1. Yield: 114.6%. As a reaction SMILES: [C:1]1([C:7]2[O:11][C:10]([CH2:12][CH2:13][C:14]([O:16]C)=[O:15])=[N:9][N:8]=2)[CH:6]=[CH:5][CH:4]=[CH:3][CH:2]=1>[OH-].[Na+].CO>[C:1]1([C:7]2[O:11][C:10]([CH2:12][CH2:13][C:14]([OH:16])=[O:15])=[N:9][N:8]=2)[CH:2]=[CH:3][CH:4]=[CH:5][CH:6]=1 |f:1.2|. Run at time 8 hour. Solvent: [OH-].[Na+] (NaOH), CO (Methanol). Reactants: C1(=CC=CC=C1)C1=NN=C(O1)CCC(=O)OC (methyl 3-(5-phenyl-1,3,4-oxadiazol-2-yl)propanoate). Product: C1(=CC=CC=C1)C1=NN=C(O1)CCC(=O)O (3-(5-phenyl-1,3,4-oxadiazol-2-yl)propanoic acid). Procedure details: A mixture of methyl 3-(5-phenyl-1,3,4-oxadiazol-2-yl)propanoate (600 mg, 2.0 mmol) in 1 M of aqueous NaOH (10 mL) and Methanol (10 mL) was stirred at room temperature overnight. The reaction solution was adjusted to pH 5 and extracted with ethyl acetate three times. The combined organic layers were dried, filtered and concentrated to yield the desired product (0.50 g, 83%). LCMS calculated for C11H11N2O3 (M+H): 219.1. found 219.1. Reactants: C1(=CC=CC=C1)[C@@H](CC#N)O ((R)-3-phenyl-3-hydroxypropanenitrile). The solvent is C1CCOC1 (THF). Product: C1(=CC=CC=C1)[C@@H](CCN)O ((R)-3-phenyl-3-hydroxypropylamine). As a reaction SMILES: [C:1]1([C@H:7]([OH:11])[CH2:8][C:9]#[N:10])[CH:6]=[CH:5][CH:4]=[CH:3][CH:2]=1>C1COCC1>[C:1]1([C@H:7]([OH:11])[CH2:8][CH2:9][NH2:10])[CH:6]=[CH:5][CH:4]=[CH:3][CH:2]=1. Procedure details: To a THF solution of (R)-3-phenyl-3-hydroxypropanenitrile was slowly added borane dimethyl sulfide complex at room temperature. Methyl sulfide was then distilled from the reaction vessel and the resulting THF solution refluxed for 2.5 h. After cooling to room temperature methanolic HCl was added to the reaction mixture. Methanol and methyl borate were removed by distillation and the reaction mixture neutralized with sodium hydroxide (5N). Extraction of the mixture with dichloromethane followed b... Starting materials: OC1=C(C(=O)OC(C(=O)C2=CN(C(C=C2)=O)C2=C(C=C(C=C2C)Cl)C)C2=C(C=C(C=C2)F)F)C=CC=C1O (2-[1-(4-chloro -2,6-dimethylphenyl)-6-oxo-1,6-dihydro-3-pyridinyl]-1-(2,4-difluorophenyl)-2-oxoethyl 2,3-dihydroxybenzoate), CN(C=O)C (N,N-dimethylformamide), C(C)(=O)[O-].[NH4+] (ammonium acetate), aqueous solution, [OH-].[Na+] (sodium hydroxide). Solvent: C(C)(=O)O (acetic acid). Reaction conditions: temperature 100 celsius. Product: ClC1=CC(=C(C(=C1)C)N1C=C(C=CC1=O)C(C(=O)C1=C(C=C(C=C1)F)F)NC(C1=C(C(=CC=C1)O)O)=O)C (N-{1-[1-(4-chloro-2,6-dimethylphenyl)-6-oxo-1,6-dihydro-3-pyridinyl]-2-(2,4-difluorophenyl)-2-oxoethyl}-2,3-dihydroxybenzamide). Reaction SMILES: OC1C(O)=CC=CC=1C([O:6][CH:7]([C:26]1[CH:31]=[CH:30][C:29]([F:32])=[CH:28][C:27]=1[F:33])[C:8]([C:10]1[CH:15]=[CH:14][C:13](=[O:16])[N:12]([C:17]2[C:22]([CH3:23])=[CH:21][C:20]([Cl:24])=[CH:19][C:18]=2[CH3:25])[CH:11]=1)=O)=O.C[N:40](C)[CH:41]=[O:42].[C:44]([O-:47])(=O)[CH3:45].[NH4+].[OH-:49].[Na+]>C(O)(=O)C>[Cl:24][C:20]1[CH:21]=[C:22]([CH3:23])[C:17]([N:12]2[C:13](=[O:16])[CH:14]=[CH:15][C:10]([CH:8]([NH:40][C:41](=[O:42])[C:7]3[CH:8]=[CH:10][CH:45]=[C:44]([OH:47])[C:26]=3[OH:49])[C:7]([C:26]3[CH:31]=[CH:30][C:29]([F:32])=[CH:28][C:27]=3[F:33])=[O:6])=[CH:11]2)=[C:18]([CH3:25])[CH:19]=1 |f:2.3,4.5|. Procedure: To a mixed solution of the compound prepared in Example 45 (413 mg) in acetic acid (7.6 mL)-N,N-dimethylformamide (7.0 mL) was added ammonium acetate (1.18 g) and the mixture was stirred at 100° C. for an hour. The reaction mixture was poured into 5N aqueous solution of sodium hydroxide and the mixture was extracted with ethyl acetate. After having made the water layer acidity with 2N hydrochloric acid, the mixture was extracted with ethyl acetate. The organic layer was put together, washed with...